Dataset: the Open Reaction Database (ORD), a public repository of structured organic reaction records. Task: describe an organic reaction: reactants, conditions, products, and yield Starting materials: [Br-].C(C1=CC=CC=C1)[P+](C1=CC=CC=C1)(C1=CC=CC=C1)C1=CC=CC=C1 (Benzyltriphenylphosphonium bromide), C(=O)C=1C=C(C=CC1)N(S(=O)(=O)CC)CC=1C=NC=CC1 (N-(3-formyl-phenyl)-N-(ethylsulfonyl)pyrid-3-ylmethylamine), C[Si](C)(C)[N-][Si](C)(C)C.[K+] (potassium bis(trimethylsilyl)amide). The solvent is C1CCOC1 (THF), C1CCOC1 (THF). Run at temperature 0 celsius, time 1 hour. Yields the product C1(=CC=CC=C1)C=CC=1C=C(C=CC1)N(S(=O)(=O)CC)CC=1C=NC=CC1 (N-(3-(2-Phenylvinyl)phenyl)-N-(ethanesulfonyl)pyrid-3-ylmethylamine). As a reaction SMILES: [Br-].[CH2:2]([P+](C1C=CC=CC=1)(C1C=CC=CC=1)C1C=CC=CC=1)[C:3]1[CH:8]=[CH:7][CH:6]=[CH:5][CH:4]=1.C[Si]([N-][Si](C)(C)C)(C)C.[K+].[CH:38]([C:40]1[CH:41]=[C:42]([N:46]([CH2:52][C:53]2[CH:54]=[N:55][CH:56]=[CH:57][CH:58]=2)[S:47]([CH2:50][CH3:51])(=[O:49])=[O:48])[CH:43]=[CH:44][CH:45]=1)=O>C1COCC1>[C:3]1([CH:2]=[CH:38][C:40]2[CH:41]=[C:42]([N:46]([CH2:52][C:53]3[CH:54]=[N:55][CH:56]=[CH:57][CH:58]=3)[S:47]([CH2:50][CH3:51])(=[O:49])=[O:48])[CH:43]=[CH:44][CH:45]=2)[CH:8]=[CH:7][CH:6]=[CH:5][CH:4]=1 |f:0.1,2.3|. Procedure details: Benzyltriphenylphosphonium bromide (0.765 g, 1.77 mmol) was dispersed into THF (12 ml) and cooled at 0° C. To the cooled suspension was added dropwise a solution of potassium bis(trimethylsilyl)amide (0.5 M, 3.5 ml, 1.75 mmol). After stirring at 0° C. for 1 h, a solution of). N-(3-formyl-phenyl)-N-(ethylsulfonyl)pyrid-3-ylmethylamine (0.304 g, 1.0 mmol) in THF was added. The reaction mixture was stirred at ambient temperature for 2 h. Evaporation and chromatography on silica-gel eluting with tol...